From a dataset of the Open Reaction Database (ORD), a public repository of structured organic reaction records. describe an organic reaction: reactants, conditions, products, and yield Starting materials: CC(C)(C)[Si](C)(C)Cl, CCCN1CC(C)N(C(c2ccc(C(=O)N(CC)CC)cc2)c2cccc(O)c2)CC1C, CC#N, O, c1c[nH]cn1. Yields the product CCCN1CC(C)N(C(c2ccc(C(=O)N(CC)CC)cc2)c2cccc(O[Si](C)(C)C(C)(C)C)c2)CC1C. Reaction SMILES: [C:33]([CH3:34])([CH3:35])([CH3:36])[Si:37]([CH3:38])([CH3:39])[Cl:40].[CH3:1][CH:2]1[N:3]([CH:12]([c:13]2[cH:14][c:15]([OH:19])[cH:16][cH:17][cH:18]2)[c:20]2[cH:21][cH:22][c:23]([C:24](=[O:25])[N:26]([CH2:27][CH3:28])[CH2:29][CH3:30])[cH:31][cH:32]2)[CH2:4][CH:5]([CH3:11])[N:6]([CH2:8][CH2:9][CH3:10])[CH2:7]1.[CH3:47][C:48]#[N:49].[OH2:46].[nH:41]1[cH:42][cH:43][n:44][cH:45]1>>[CH3:1][CH:2]1[N:3]([CH:12]([c:13]2[cH:14][c:15]([O:19][Si:37]([C:33]([CH3:34])([CH3:35])[CH3:36])([CH3:38])[CH3:39])[cH:16][cH:17][cH:18]2)[c:20]2[cH:21][cH:22][c:23]([C:24](=[O:25])[N:26]([CH2:27][CH3:28])[CH2:29][CH3:30])[cH:31][cH:32]2)[CH2:4][CH:5]([CH3:11])[N:6]([CH2:8][CH2:9][CH3:10])[CH2:7]1. The reactants are C(C)N(S(=O)(=O)C)C1CC(OC2=CC=C(C=C12)OCCO)(C)C (N-Ethyl-N-[6-(2-hydroxyethoxy)-2,2-dimethylchroman-4-yi]-methanesulfonamide), [H-].[Na+] (NaH), C(C)I (ethyl iodide). Solvent: CC(=O)N(C)C (DMA). Yields the product C(C)OCCOC=1C=C2C(CC(OC2=CC1)(C)C)N(S(=O)(=O)C)CC (N-[6-(2-Ethoxyethoxy)-2,2-dimethylchroman-4-yl]-N-ethylmethanesulfonamide). Reaction SMILES: [CH2:1]([N:3]([CH:8]1[C:17]2[C:12](=[CH:13][CH:14]=[C:15]([O:18][CH2:19][CH2:20][OH:21])[CH:16]=2)[O:11][C:10]([CH3:23])([CH3:22])[CH2:9]1)[S:4]([CH3:7])(=[O:6])=[O:5])[CH3:2].[H-].[Na+].[CH2:26](I)[CH3:27]>CC(N(C)C)=O>[CH2:26]([O:21][CH2:20][CH2:19][O:18][C:15]1[CH:16]=[C:17]2[C:12](=[CH:13][CH:14]=1)[O:11][C:10]([CH3:22])([CH3:23])[CH2:9][CH:8]2[N:3]([CH2:1][CH3:2])[S:4]([CH3:7])(=[O:5])=[O:6])[CH3:27] |f:1.2|. Procedure: 2.3 g (6.7 mmol) of N-ethyl-N-[6-(2-hydroxyethoxy)-2,2-dimethylchroman-4-yl]methanesulfonamide (Example 8) were alkylated with 0.48 g (about 10 mmol) of NaH (80 percent dispersion) and 1.6 ml (about 20 mmol) of ethyl iodide in 50 ml of DMA under nitrogen. After working up and purification by column chromatography on silica gel, 1.0 g of the title compound was crystallized from corresponding fractions using petroleum ether, m.p. 73-75° C. Starting materials: CCCCCCCCCCCCc1ccccc1C(SCCc1nnn[nH]1)C(=O)OC, CO, [Na+], [OH-], O. Product: CCCCCCCCCCCCc1ccccc1C(SCCc1nnn[nH]1)C(=O)O. RXN SMILES: [CH2:1]([CH2:2][CH2:3][CH2:4][CH2:5][CH2:6][CH2:7][CH2:8][CH2:9][CH2:10][CH2:11][CH3:12])[c:13]1[c:14]([CH:19]([C:20](=[O:21])[O:22][CH3:23])[S:24][CH2:25][CH2:26][c:27]2[n:28][n:29][n:30][nH:31]2)[cH:15][cH:16][cH:17][cH:18]1.[CH3:34][OH:35].[Na+:33].[OH-:32].[OH2:36]>>[CH2:1]([CH2:2][CH2:3][CH2:4][CH2:5][CH2:6][CH2:7][CH2:8][CH2:9][CH2:10][CH2:11][CH3:12])[c:13]1[c:14]([CH:19]([C:20](=[O:21])[OH:22])[S:24][CH2:25][CH2:26][c:27]2[n:28][n:29][n:30][nH:31]2)[cH:15][cH:16][cH:17][cH:18]1. Starting materials: NC(CCCC(=O)OC)C1=C(C=CC=C1OC)OC (methyl 5-amino-5-(2,6-dimethoxyphenyl)pentanoate), N1=C(C=CC=C1)C=1C=C(C=O)C=CC1 (3-(pyridin-2-yl)benzaldehyde). Product: COC1=C(C(=CC=C1)OC)C1CCCC(N1CC1=CC(=CC=C1)C1=NC=CC=C1)=O (6-(2,6-dimethoxyphenyl)-1-(3-(pyridin-2-yl)benzyl)piperidin-2-one). RXN SMILES: [NH2:1][CH:2]([C:10]1[C:15]([O:16][CH3:17])=[CH:14][CH:13]=[CH:12][C:11]=1[O:18][CH3:19])[CH2:3][CH2:4][CH2:5][C:6]([O:8]C)=O.[N:20]1[CH:25]=[CH:24][CH:23]=[CH:22][C:21]=1[C:26]1[CH:27]=[C:28]([CH:31]=[CH:32][CH:33]=1)[CH:29]=O>>[CH3:19][O:18][C:11]1[CH:12]=[CH:13][CH:14]=[C:15]([O:16][CH3:17])[C:10]=1[CH:2]1[N:1]([CH2:29][C:28]2[CH:31]=[CH:32][CH:33]=[C:26]([C:21]3[CH:22]=[CH:23][CH:24]=[CH:25][N:20]=3)[CH:27]=2)[C:6](=[O:8])[CH2:5][CH2:4][CH2:3]1. Procedure details: Prepared according to the described general procedure 1 (GP1) by reaction of methyl 5-amino-5-(2,6-dimethoxyphenyl)pentanoate with commercially available 3-(pyridin-2-yl)benzaldehyde. Subsequent purification by preparative HPLC afforded the target compound. LC-MS (conditions A): tR=0.62 min.; [M+H]+: 403.37 g/mol.